The task is: describe an organic reaction: reactants, conditions, products, and yield. This data is from the Open Reaction Database (ORD), a public repository of structured organic reaction records. The reactants are FC(C1=CC(=NC=C1)[C@@H](C)N[S@](=O)C(C)(C)C)(F)F ((R)-2-methyl-propane-2-sulfinic acid [(R)-1-(4-trifluoromethyl-pyridin-2-yl)-ethyl]-amide), Cl (hydrogen chloride), O1CCOCC1 (dioxane). The solvent is CO (MeOH). Run at time 30 minute. Yields the product Cl.Cl.FC(C1=CC(=NC=C1)[C@@H](C)N)(F)F ((R)-1-(4-trifluoromethyl-pyridin-2-yl)-ethylamine dihydrochloride). As a reaction SMILES: [F:1][C:2]([F:19])([F:18])[C:3]1[CH:8]=[CH:7][N:6]=[C:5]([C@H:9]([NH:11][S@@](C(C)(C)C)=O)[CH3:10])[CH:4]=1.[ClH:20].O1CCOCC1>CO>[ClH:20].[ClH:20].[F:18][C:2]([F:1])([F:19])[C:3]1[CH:8]=[CH:7][N:6]=[C:5]([C@H:9]([NH2:11])[CH3:10])[CH:4]=1 |f:4.5.6|. Procedure details: To a solution of (R)-2-methyl-propane-2-sulfinic acid [(R)-1-(4-trifluoromethyl-pyridin-2-yl)-ethyl]-amide (225 mg, 0.76 mmol) in MeOH (4 mL) was added 4.0 M hydrogen chloride in dioxane (0.48 mL, 1.9 mmol). The reaction mixture was stirred at room temperature for 30 min then concentrated and dried under high vacuum to afford 225 mg of (R)-1-(4-trifluoromethyl-pyridin-2-yl)-ethylamine dihydrochloride as a viscous colorless oil which was used without further purification. Starting materials: COCCCN1CCOc2ccc(COC3CN(C(=O)OCc4ccccc4)C(C(=O)O)CC3c3ccc(OC)cc3)cc21, c1ccc(C2CCNC2)cc1. The product is COCCCN1CCOc2ccc(COC3CN(C(=O)OCc4ccccc4)C(C(=O)N4CCC(c5ccccc5)C4)CC3c3ccc(OC)cc3)cc21. Reaction SMILES: [CH2:1]([c:2]1[cH:3][cH:4][cH:5][cH:6][cH:7]1)[O:8][C:9](=[O:10])[N:11]1[CH:12]([C:42](=[O:43])[OH:44])[CH2:13][CH:14]([c:34]2[cH:35][cH:36][c:37]([O:40][CH3:41])[cH:38][cH:39]2)[CH:15]([O:17][CH2:18][c:19]2[cH:20][cH:21][c:22]3[c:23]([cH:33]2)[N:24]([CH2:28][CH2:29][CH2:30][O:31][CH3:32])[CH2:25][CH2:26][O:27]3)[CH2:16]1.[c:45]1([CH:51]2[CH2:52][NH:53][CH2:54][CH2:55]2)[cH:46][cH:47][cH:48][cH:49][cH:50]1>>[CH2:1]([c:2]1[cH:3][cH:4][cH:5][cH:6][cH:7]1)[O:8][C:9](=[O:10])[N:11]1[CH:12]([C:42](=[O:43])[N:53]2[CH2:52][CH:51]([c:45]3[cH:46][cH:47][cH:48][cH:49][cH:50]3)[CH2:55][CH2:54]2)[CH2:13][CH:14]([c:34]2[cH:35][cH:36][c:37]([O:40][CH3:41])[cH:38][cH:39]2)[CH:15]([O:17][CH2:18][c:19]2[cH:20][cH:21][c:22]3[c:23]([cH:33]2)[N:24]([CH2:28][CH2:29][CH2:30][O:31][CH3:32])[CH2:25][CH2:26][O:27]3)[CH2:16]1. Solvent: O (water). Yield: 96.8%. RXN SMILES: [BH4-].[Na+].[CH2:3]([O:5][C:6]1[CH:7]=[C:8]([CH:11]=[CH:12][C:13]=1[O:14][CH2:15][C:16]1[N:17]=[C:18]([C:22]2[CH:27]=[CH:26][CH:25]=[CH:24][CH:23]=2)[O:19][C:20]=1[CH3:21])[CH:9]=[O:10])[CH3:4].O1CCCC1.CO>O>[CH2:3]([O:5][C:6]1[CH:7]=[C:8]([CH:11]=[CH:12][C:13]=1[O:14][CH2:15][C:16]1[N:17]=[C:18]([C:22]2[CH:23]=[CH:24][CH:25]=[CH:26][CH:27]=2)[O:19][C:20]=1[CH3:21])[CH2:9][OH:10])[CH3:4] |f:0.1|. Reactants: [BH4-].[Na+] (Sodium borohydride), C(C)OC=1C=C(C=O)C=CC1OCC=1N=C(OC1C)C1=CC=CC=C1 (3-ethoxy-4-(5-methyl-2-phenyl-4-oxazolylmethoxy)benzaldehyde), O1CCCC1 (tetrahydrofuran), CO (methanol). Procedure: Sodium borohydride (378 mg) was added slowly to a mixture of 3-ethoxy-4-(5-methyl-2-phenyl-4-oxazolylmethoxy)benzaldehyde (3.37 g), tetrahydrofuran (50 ml) and methanol (50 ml) at room temperature, which was stirred for 30 minutes. The reaction mixture was poured into water, which was extracted with ethyl acetate. The ethyl acetate layer was washed with saturated aqueous sodium chloride solution, dried (MgSO4) and concentrated to obtain 3-ethoxy-4-(5-methyl-2-phenyl-4-oxazolylmethoxy)benzyl alco... Product: C(C)OC=1C=C(CO)C=CC1OCC=1N=C(OC1C)C1=CC=CC=C1 (3-ethoxy-4-(5-methyl-2-phenyl-4-oxazolylmethoxy)benzyl alcohol). Reaction conditions: time 30 minute. Reactants: ClC1=CC2=C(N(C(=N2)CN2N=C(C=3C2=CN=CC3)S(=O)(=O)C)C3CC(N(C3)CC3=CC=C(C=C3)OC)=O)C=C1 (4-(5-chloro-2-{[3-(methylsulfonyl)-1H-pyrazolo[3,4-c]pyridin-1-yl]methyl}-1H-benzimidazol-1-yl)-1-(4-methoxybenzyl)pyrrolidin-2-one), (NH4)2Ce(NO3)6. Run in CC#N (CH3CN), O (H2O), O (water), CCOC(=O)C (EtOAc). Conditions: time 6 hour. Product: ClC1=CC2=C(N(C(=N2)CN2N=C(C=3C2=CN=CC3)S(=O)(=O)C)C3CC(NC3)=O)C=C1 (4-(5-chloro-2-{[3-(methylsulfonyl)-1H-pyrazolo[3,4-c]pyridin-1-yl]methyl}-1H-benzimidazol-1-yl)pyrrolidin-2-one). As a reaction SMILES: [Cl:1][C:2]1[CH:39]=[CH:38][C:5]2[N:6]([CH:23]3[CH2:27][N:26](CC4C=CC(OC)=CC=4)[C:25](=[O:37])[CH2:24]3)[C:7]([CH2:9][N:10]3[C:14]4=[CH:15][N:16]=[CH:17][CH:18]=[C:13]4[C:12]([S:19]([CH3:22])(=[O:21])=[O:20])=[N:11]3)=[N:8][C:4]=2[CH:3]=1>CC#N.O.CCOC(C)=O>[Cl:1][C:2]1[CH:39]=[CH:38][C:5]2[N:6]([CH:23]3[CH2:27][NH:26][C:25](=[O:37])[CH2:24]3)[C:7]([CH2:9][N:10]3[C:14]4=[CH:15][N:16]=[CH:17][CH:18]=[C:13]4[C:12]([S:19]([CH3:22])(=[O:21])=[O:20])=[N:11]3)=[N:8][C:4]=2[CH:3]=1. Procedure details: To a solution of 4-(5-chloro-2-{[3-(methylsulfonyl)-1H-pyrazolo[3,4-c]pyridin-1-yl]methyl}-1H-benzimidazol-1-yl)-1-(4-methoxybenzyl)pyrrolidin-2-one (208 mg, 0.37 mmol) in 60 mL of CH3CN and 12 mL of H2O was added (NH4)2Ce(NO3)6 (1.01 g, 1.84 mmol). The resulting mixture was stirred at RT for 6 hours. The solution was diluted with 40 mL of water and 15 mL of EtOAc. The separated aqueous phase was extracted with EtOAc (15 mL×3) and THF (5 mL×3). The combined organic phases were washed with 30 mL ...